Dataset: the Open Reaction Database (ORD), a public repository of structured organic reaction records. Task: describe an organic reaction: reactants, conditions, products, and yield The reactants are COC(=O)CCCCBr, COC(=O)c1ccc2c(C3CCCCC3)c[nH]c2c1, [H-], [Na+], CN(C)C=O. Product: COC(=O)CCCCn1cc(C2CCCCC2)c2ccc(C(=O)OC)cc21. RXN SMILES: [Br:22][CH2:23][CH2:24][CH2:25][CH2:26][C:27](=[O:28])[O:29][CH3:30].[CH:1]1([c:7]2[cH:8][nH:9][c:10]3[cH:11][c:12]([C:16](=[O:17])[O:18][CH3:19])[cH:13][cH:14][c:15]23)[CH2:2][CH2:3][CH2:4][CH2:5][CH2:6]1.[H-:21].[Na+:20].[O:31]=[CH:32][N:33]([CH3:34])[CH3:35]>>[CH:1]1([c:7]2[cH:8][n:9]([CH2:23][CH2:24][CH2:25][CH2:26][C:27](=[O:28])[O:29][CH3:30])[c:10]3[cH:11][c:12]([C:16](=[O:17])[O:18][CH3:19])[cH:13][cH:14][c:15]23)[CH2:2][CH2:3][CH2:4][CH2:5][CH2:6]1.